From a dataset of the Open Reaction Database (ORD), a public repository of structured organic reaction records. describe an organic reaction: reactants, conditions, products, and yield Starting materials: ClC1=C(C=CC(=C1)[N+](=O)[O-])O (2-chloro-4-nitrophenol), ClC1=C(CCl)C=CC=C1 (2-chlorobenzyl chloride), C([O-])([O-])=O.[K+].[K+] (potassium carbonate), CN(C)C=O (DMF). Solvent: O (water). Run at temperature 100 celsius. The product is ClC1=C(COC2=C(C=C(C=C2)[N+](=O)[O-])Cl)C=CC=C1 (1-(2-chlorobenzyloxy)-2-chloro-4-nitrobenzene). Isolated yield 95.8%. RXN SMILES: [Cl:1][C:2]1[CH:7]=[C:6]([N+:8]([O-:10])=[O:9])[CH:5]=[CH:4][C:3]=1[OH:11].[Cl:12][C:13]1[CH:20]=[CH:19][CH:18]=[CH:17][C:14]=1[CH2:15]Cl.C(=O)([O-])[O-].[K+].[K+].CN(C=O)C>O>[Cl:12][C:13]1[CH:20]=[CH:19][CH:18]=[CH:17][C:14]=1[CH2:15][O:11][C:3]1[CH:4]=[CH:5][C:6]([N+:8]([O-:10])=[O:9])=[CH:7][C:2]=1[Cl:1] |f:2.3.4|. Procedure details: To a reaction flask were added 2-chloro-4-nitrophenol (5.205 g, 30 mmol), 2-chlorobenzyl chloride (5.313 g, 33 mmol), potassium carbonate (4.554 g, 33 mmol) and DMF (40 ml). The reaction mixture was heated to the temperature of 100° C. After the reaction finished, the reaction solution was poured into water (400 ml). The mixture was extracted with ethyl acetate (300 ml). The ethyl acetate layer was washed with saturated saline solution (200 ml) once and dried over anhydrous magnesium sulfate. Th... Reactants: BrC1=C(C(NC(=N1)C)=O)[N+](=O)[O-] (6-bromo-2-methyl-5-nitro-3H-pyrimidin-4-one), S1C=CC2=C1CCNCC2 (5,6,7,8-tetrahydro-4H-thieno-[2,3-d]azepine), C(C)N(C(C)C)C(C)C (N-ethyl-di-isopropylamine). Solvent: CN(C=O)C (N,N-dimethylformamide). Product: CC1=NC(=C(C(N1)=O)[N+](=O)[O-])N1CCC2=C(CC1)C=CS2 (2-Methyl-5-nitro-6-(4,5,7,8-tetrahydro-thieno[2.3-d]azepin-6-yl)-3H-pyrimidin-4-one). As a reaction SMILES: Br[C:2]1[N:7]=[C:6]([CH3:8])[NH:5][C:4](=[O:9])[C:3]=1[N+:10]([O-:12])=[O:11].[S:13]1[C:17]2[CH2:18][CH2:19][NH:20][CH2:21][CH2:22][C:16]=2[CH:15]=[CH:14]1.C(N(C(C)C)C(C)C)C>CN(C)C=O>[CH3:8][C:6]1[NH:5][C:4](=[O:9])[C:3]([N+:10]([O-:12])=[O:11])=[C:2]([N:20]2[CH2:21][CH2:22][C:16]3[CH:15]=[CH:14][S:13][C:17]=3[CH2:18][CH2:19]2)[N:7]=1. Procedure: According to the method described in example 1c 6-bromo-2-methyl-5-nitro-3H-pyrimidin-4-one (example 1a) was treated with 5,6,7,8-tetrahydro-4H-thieno-[2,3-d]azepine [J. Heterocycl. Chem. (1985), 22(4), 1011-16] in N,N-dimethylformamide in the presence of N-ethyl-di-isopropylamine at room temperature to yield the title compound as yellow solid; m.p.>200° C.; MS: [M−H]−=305. Reactants: C1(=CC=CC=C1)N(C(C)=O)C1=CC=CC=C1 (N, N-diphenyl acetamide), P(=O)(Cl)(Cl)Cl (phosphorous oxychloride), CN(C)C=O (DMF), S(=O)(=O)([O-])C1=CC=C(C)C=C1.C[N+]1=C(SC2=C1C=CC=C2)C (N,2-dimethylbenzothiazolium tosylate). Reagents/catalysts: CN(C1=CC=NC=C1)C (4-dimethylaminopyridine). Run in C(Cl)Cl (methylene chloride). Reaction conditions: time 8 hour. Yields the product [Cl-].C1(=CC=CC=C1)[N+]1=C(C=CC2=CC=CC=C12)Cl (N-phenyl-2-chloroquinolinium chloride). RXN SMILES: [C:1]1([N:7](C2C=CC=CC=2)[C:8](=O)[CH3:9])[CH:6]=[CH:5][CH:4]=[CH:3][CH:2]=1.P(Cl)(Cl)([Cl:19])=O.CN(C=O)C.S([C:31]1[CH:37]=[CH:36][C:34]([CH3:35])=[CH:33][CH:32]=1)([O-])(=O)=O.C[N+]1C2C=CC=CC=2SC=1C>CN(C)C1C=CN=CC=1.C(Cl)Cl>[Cl-:19].[C:1]1([N+:7]2[C:36]3[C:34](=[CH:33][CH:32]=[CH:31][CH:37]=3)[CH:35]=[CH:9][C:8]=2[Cl:19])[CH:6]=[CH:5][CH:4]=[CH:3][CH:2]=1 |f:3.4,7.8|. Procedure: The intermediate N-phenyl-2-chloroquinolinium chloride is prepared according to the literature method (Marson, TETRAHEDRON, 48, 3659 (1992)). Thus 1.06 g (5 mmoles) of N, N-diphenyl acetamide is heated with 1.69 g (11 mmoles) of phosphorous oxychloride and 0.44 g (6 mmoles) of DMF at 120° C. for 2 hours. The reaction mixture is cooled to room temperature and 15 mL of methylene chloride is added to dissolve the residue. To the solution is added 1.68 g (5 mmoles) of N,2-dimethylbenzothiazolium tos... Product: COC([C@H](CC1=CC=C(C=C1)C1=CC=C(C=C1)C#N)NC(=O)C1N(CC=2C=C3C(=CC2C1)OC[C@@H](O3)C3=CC=C(C=C3)OCC3=CC(=C(C=C3)C)Cl)S(=O)(=O)C3=C(N=C(S3)N(CC3CCCC3)C(C)=O)C)=O ((S)-2-({(S)-7-[2-(Acetyl-cyclopentylmethyl-amino)-4-methyl-thiazole-5-sulfonyl]-3-[4-(3-chloro-4-methyl-benzyloxy)-phenyl]-2,3,6,7,8,9-hexahydro-[1,4]dioxino[2,3-g]isoquinoline-8-carbonyl}-amino)-3-(4′-cyano-biphenyl-4-yl)-propionic acid methyl ester). Starting materials: COC([C@H](CC1=CC=C(C=C1)C1=CC=C(C=C1)C#N)NC(=O)C1N(CC=2C=C3C(=CC2C1)OC[C@@H](O3)C3=CC=C(C=C3)OCC3=CC(=C(C=C3)C)Cl)S(=O)(=O)C3=C(N=C(S3)NC(C)=O)C)=O ((S)-2-({(S)-7-(2-Acetylamino-4-methyl-thiazole-5-sulfonyl)-3-[4-(3-chloro-4-methyl-benzyloxy)-phenyl]-2,3,6,7,8,9-hexahydro-[1,4]-dioxino-[2,3-g]isoquinoline-8-carbonyl}-amino)-3-(4′-cyano-biphenyl-4-yl)-propionic acid methyl ester), ICC1CCCC1 (iodomethyl cyclopentane). Reaction SMILES: [CH3:1][O:2][C:3](=[O:66])[C@@H:4]([NH:20][C:21]([CH:23]1[CH2:32][C:31]2[CH:30]=[C:29]3[O:33][CH2:34][C@H:35]([C:37]4[CH:42]=[CH:41][C:40]([O:43][CH2:44][C:45]5[CH:50]=[CH:49][C:48]([CH3:51])=[C:47]([Cl:52])[CH:46]=5)=[CH:39][CH:38]=4)[O:36][C:28]3=[CH:27][C:26]=2[CH2:25][N:24]1[S:53]([C:56]1[S:60][C:59]([NH:61][C:62](=[O:64])[CH3:63])=[N:58][C:57]=1[CH3:65])(=[O:55])=[O:54])=[O:22])[CH2:5][C:6]1[CH:11]=[CH:10][C:9]([C:12]2[CH:17]=[CH:16][C:15]([C:18]#[N:19])=[CH:14][CH:13]=2)=[CH:8][CH:7]=1.I[CH2:68][CH:69]1[CH2:73][CH2:72][CH2:71][CH2:70]1>>[CH3:1][O:2][C:3](=[O:66])[C@@H:4]([NH:20][C:21]([CH:23]1[CH2:32][C:31]2[CH:30]=[C:29]3[O:33][CH2:34][C@H:35]([C:37]4[CH:38]=[CH:39][C:40]([O:43][CH2:44][C:45]5[CH:50]=[CH:49][C:48]([CH3:51])=[C:47]([Cl:52])[CH:46]=5)=[CH:41][CH:42]=4)[O:36][C:28]3=[CH:27][C:26]=2[CH2:25][N:24]1[S:53]([C:56]1[S:60][C:59]([N:61]([C:62](=[O:64])[CH3:63])[CH2:68][CH:69]2[CH2:73][CH2:72][CH2:71][CH2:70]2)=[N:58][C:57]=1[CH3:65])(=[O:55])=[O:54])=[O:22])[CH2:5][C:6]1[CH:7]=[CH:8][C:9]([C:12]2[CH:17]=[CH:16][C:15]([C:18]#[N:19])=[CH:14][CH:13]=2)=[CH:10][CH:11]=1. Procedure: (S)-2-({(S)-7-(2-Acetylamino-4-methyl-thiazole-5-sulfonyl)-3-[4-(3-chloro-4-methyl-benzyloxy)-phenyl]-2,3,6,7,8,9-hexahydro-[1,4]-dioxino-[2,3-g]isoquinoline-8-carbonyl}-amino)-3-(4′-cyano-biphenyl-4-yl)-propionic acid methyl ester (24 mg) was reacted with iodomethyl cyclopentane (11 mg) according to General Procedure T to obtain (S)-2-({(S)-7-[2-(Acetyl-cyclopentylmethyl-amino)-4-methyl-thiazole-5-sulfonyl]-3-[4-(3-chloro-4-methyl-benzyloxy)-phenyl]-2,3,6,7,8,9-hexahydro-[1,4]dioxino[2,3-g]isoq... Reactants: BrC1(C(N(C2=NC(=C(N=C21)C2=CC=C(C=C2)C)C2=CC=C(C=C2)C)CCCCCCC(=O)O)=O)Br (7-(7,7-Dibromo-6-oxo-2,3-di-p-tolyl-6,7-dihydro-5H-pyrrolo[2,3-b]pyrazin-5-yl)heptanoic acid), BrC1(C(N(C2=NC(=C(N=C21)C2=CC=C(C=C2)C)C2=CC=C(C=C2)C)CCCCCCC(=O)O)=O)Br (7-(7,7-Dibromo-6-oxo-2,3-di-p-tolyl-6,7-dihydro-5H-pyrrolo[2,3-b]pyrazin-5-yl)heptanoic acid), Pd(C). Run in C1CCOC1 (THF). Reaction conditions: time 16 hour. The product is O=C1CC=2C(=NC(=C(N2)C2=CC=C(C=C2)C)C2=CC=C(C=C2)C)N1CCCCCCC(=O)O (7-(6-oxo-2,3-di-p-tolyl-6,7-dihydro-5H-pyrrolo[2,3-b]pyrazin-5-yl)heptanoic acid). Reaction SMILES: Br[C:2]1(Br)[C:10]2[C:5](=[N:6][C:7]([C:18]3[CH:23]=[CH:22][C:21]([CH3:24])=[CH:20][CH:19]=3)=[C:8]([C:11]3[CH:16]=[CH:15][C:14]([CH3:17])=[CH:13][CH:12]=3)[N:9]=2)[N:4]([CH2:25][CH2:26][CH2:27][CH2:28][CH2:29][CH2:30][C:31]([OH:33])=[O:32])[C:3]1=[O:34]>C1COCC1>[O:34]=[C:3]1[N:4]([CH2:25][CH2:26][CH2:27][CH2:28][CH2:29][CH2:30][C:31]([OH:33])=[O:32])[C:5]2=[N:6][C:7]([C:18]3[CH:23]=[CH:22][C:21]([CH3:24])=[CH:20][CH:19]=3)=[C:8]([C:11]3[CH:12]=[CH:13][C:14]([CH3:17])=[CH:15][CH:16]=3)[N:9]=[C:10]2[CH2:2]1. Procedure details: 7-(7,7-Dibromo-6-oxo-2,3-di-p-tolyl-6,7-dihydro-5H-pyrrolo[2,3-b]pyrazin-5-yl)heptanoic acid (mixture from step 1) (127 mg, 0.211 mmol) in dry THF (5 ml) under nitrogen was treated with 10% Pd(C) (22.48 mg, 0.021 mmol) and the mixture was stirred at RT under an atmosphere of hydrogen for 16 hours. The resulting mixture was filtered through Celite® and washed through with DCM. The filtrate was concentrated under reduced pressure and purification was carried out by chromatography on silica eluting... RXN SMILES: [BH4-:19].[CH2:24]1[O:25][CH2:26][CH2:27][CH2:28]1.[Cl:1][c:2]1[c:3]([C:4]#[N:5])[cH:6][cH:7][c:8](-[c:10]2[cH:11][n:12][cH:13][c:14]([F:18])[c:15]2[CH:16]=[O:17])[cH:9]1.[Cl:21][CH2:22][Cl:23].[Na+:20].[OH2:29]>>[Cl:1][c:2]1[c:3]([C:4]#[N:5])[cH:6][cH:7][c:8](-[c:10]2[cH:11][n:12][cH:13][c:14]([F:18])[c:15]2[CH2:16][OH:17])[cH:9]1. The product is N#Cc1ccc(-c2cncc(F)c2CO)cc1Cl. Reactants: [BH4-], C1CCOC1, N#Cc1ccc(-c2cncc(F)c2C=O)cc1Cl, ClCCl, [Na+], O. Starting materials: C(C)(C)N(CC)C(C)C (diisopropylethylamine), O=C(CC(=O)OCC)CCC (ethyl 3-oxohexanoate), [N+](=O)([O-])C1=CC=C(CBr)C=C1 (4-nitrobenzyl bromide), [Cl-].[Li+] (lithium chloride), C(C)(C)OC(C)C (isopropyl ether). Run in O1CCCC1 (tetrahydrofuran). The product is [N+](=O)([O-])C1=CC=C(CC(C(=O)OCC)C(CCC)=O)C=C1 (ethyl 2-(4-nitrobenzyl)-3-oxohexanoate). Isolated yield 73.5%. As a reaction SMILES: [O:1]=[C:2]([CH2:9][CH2:10][CH3:11])[CH2:3][C:4]([O:6][CH2:7][CH3:8])=[O:5].[N+:12]([C:15]1[CH:22]=[CH:21][C:18]([CH2:19]Br)=[CH:17][CH:16]=1)([O-:14])=[O:13].[Cl-].[Li+].C(N(C(C)C)CC)(C)C.C(OC(C)C)(C)C>O1CCCC1>[N+:12]([C:15]1[CH:22]=[CH:21][C:18]([CH2:19][CH:3]([C:2](=[O:1])[CH2:9][CH2:10][CH3:11])[C:4]([O:6][CH2:7][CH3:8])=[O:5])=[CH:17][CH:16]=1)([O-:14])=[O:13] |f:2.3|. Reported procedure: 127.7 g of ethyl 3-oxohexanoate are dissolved in 700 ml of tetrahydrofuran. 174.5 g of 4-nitrobenzyl bromide and 35 g of lithium chloride are added and the mixture is stirred at room temperature. 286 ml of diisopropylethylamine are then introduced dropwise, which causes a slight exothermic effect. The mixture is then stirred for 3 hours at room temperature and thereafter for 10 hours under reflux. The solvents are evaporated off under vacuum and the residue is taken up with water and then extrac...